describe an organic reaction: reactants, conditions, products, and yield From a dataset of the Open Reaction Database (ORD), a public repository of structured organic reaction records. The reactants are BrC1=C(C=CC=C1)C(CCCCN1CCC(CC1)C=1C=C(C=CC1)NC(C(C)C)=O)=O (N-(3-{1-[5-(2-bromophenyl)-5-oxopentyl]-4-piperidinyl}phenyl)-2-methylpropanamide), C1(=CC=CC=C1)NN (phenylhydrazine). Product: BrC1=C(C=CC=C1)C=1NC2=CC=CC=C2C1CCCN1CCC(CC1)C=1C=C(C=CC1)NC(C(C)C)=O (N-[3-(1-{3-[2-(2-BROMOPHENYL)-1H-INDOL-3-YL]PROPYL}-4-PIPERIDINYL)PHENYL]-2-METHYLPROPANAMIDE). Reaction SMILES: [Br:1][C:2]1[CH:7]=[CH:6][CH:5]=[CH:4][C:3]=1[C:8](=O)[CH2:9][CH2:10][CH2:11][CH2:12][N:13]1[CH2:18][CH2:17][CH:16]([C:19]2[CH:20]=[C:21]([NH:25][C:26](=[O:30])[CH:27]([CH3:29])[CH3:28])[CH:22]=[CH:23][CH:24]=2)[CH2:15][CH2:14]1.[C:32]1([NH:38]N)[CH:37]=[CH:36][CH:35]=[CH:34][CH:33]=1>>[Br:1][C:2]1[CH:7]=[CH:6][CH:5]=[CH:4][C:3]=1[C:8]1[NH:38][C:32]2[C:37]([C:9]=1[CH2:10][CH2:11][CH2:12][N:13]1[CH2:18][CH2:17][CH:16]([C:19]3[CH:20]=[C:21]([NH:25][C:26](=[O:30])[CH:27]([CH3:29])[CH3:28])[CH:22]=[CH:23][CH:24]=3)[CH2:15][CH2:14]1)=[CH:36][CH:35]=[CH:34][CH:33]=2. Reported procedure: Prepared by Procedure E and Scheme M using N-(3-{1-[5-(2-bromophenyl)-5-oxopentyl]-4-piperidinyl}phenyl)-2-methylpropanamide and phenylhydrazine: ESMS m/e: 557.9 (M+H)+. Starting materials: O=C(Nc1ccc(Cl)c(-c2ccccn2)c1)c1ccc(S(=O)(=O)CCCBr)cc1Cl, C1COCCN1. Product: O=C(Nc1ccc(Cl)c(-c2ccccn2)c1)c1ccc(S(=O)(=O)CCCN2CCOCC2)cc1Cl. Reaction SMILES: [Br:1][CH2:2][CH2:3][CH2:4][S:5](=[O:6])(=[O:7])[c:8]1[cH:9][c:10]([Cl:30])[c:11]([C:12](=[O:13])[NH:14][c:15]2[cH:16][c:17](-[c:22]3[n:23][cH:24][cH:25][cH:26][cH:27]3)[c:18]([Cl:21])[cH:19][cH:20]2)[cH:28][cH:29]1.[CH2:31]1[CH2:32][O:33][CH2:34][CH2:35][NH:36]1>>[CH2:2]([CH2:3][CH2:4][S:5](=[O:6])(=[O:7])[c:8]1[cH:9][c:10]([Cl:30])[c:11]([C:12](=[O:13])[NH:14][c:15]2[cH:16][c:17](-[c:22]3[n:23][cH:24][cH:25][cH:26][cH:27]3)[c:18]([Cl:21])[cH:19][cH:20]2)[cH:28][cH:29]1)[N:36]1[CH2:31][CH2:32][O:33][CH2:34][CH2:35]1. Starting materials: C(C)(C)(C)OC(=O)N1CCN(CC1)CC1=CC=C(C=C1)[C@H]1COC=2C(=NC=CC2)O1 (4-[(S)-4-(2,3-dihydro-[1,4]dioxino[2,3-b]pyridin-3-yl)-benzyl]-piperazine-1-carboxylic acid tert-butyl ester), N1CCC(CC1)C1CCC(CC1)C(=O)O (4-piperidin-4-yl-cyclohexanecarboxylic acid). The product is O1C[C@@H](OC2=NC=CC=C21)C2=CC=C(CN1CCC(CC1)C1CCC(CC1)C(=O)O)C=C2 (4-{1-[(S)-4-(2,3-Dihydro-[1,4]dioxino[2,3-b]pyridin-3-yl)-benzyl]-piperidin-4-yl}-cyclohexanecarboxylic acid). As a reaction SMILES: C(OC(N1[CH2:13][CH2:12][N:11]([CH2:14][C:15]2[CH:20]=[CH:19][C:18]([C@@H:21]3[O:30][C:25]4=[N:26][CH:27]=[CH:28][CH:29]=[C:24]4[O:23][CH2:22]3)=[CH:17][CH:16]=2)[CH2:10][CH2:9]1)=O)(C)(C)C.N1CC[CH:34]([CH:37]2[CH2:42][CH2:41][CH:40]([C:43]([OH:45])=[O:44])[CH2:39][CH2:38]2)CC1>>[O:23]1[C:24]2[C:25](=[N:26][CH:27]=[CH:28][CH:29]=2)[O:30][C@@H:21]([C:18]2[CH:19]=[CH:20][C:15]([CH2:14][N:11]3[CH2:10][CH2:9][CH:34]([CH:37]4[CH2:42][CH2:41][CH:40]([C:43]([OH:45])=[O:44])[CH2:39][CH2:38]4)[CH2:13][CH2:12]3)=[CH:16][CH:17]=2)[CH2:22]1. Reported procedure: Compound 265 is prepared from Intermediate C and 4-piperidin-4-yl-cyclohexanecarboxylic acid according to General Method H. (LC/MS method 16: ES+ m/z 437.4 [M+H]+, Rt=2.58 min). Reactants: CC1=C(C(NC(=C1)C)=O)CNC(=O)C=1C2=C(N=C(C1)C=1CC(NC(C1)(C)C)(C)C)N(N=C2)C(C)C (N-((4,6-dimethyl-2-oxo-1,2-dihydropyridin-3-yl)methyl)-1-isopropyl-6-(2,2,6,6-tetramethyl-1,2,3,6-tetrahydropyridin-4-yl)-1H-pyrazolo[3,4-b]pyridine-4-carboxamide). Reagents/catalysts: [Pd] (Pd/C). The solvent is CO (MeOH). Conditions: time 3 hour. Yields the product CC1=C(C(NC(=C1)C)=O)CNC(=O)C=1C2=C(N=C(C1)C1CC(NC(C1)(C)C)(C)C)N(N=C2)C(C)C (N-((4,6-dimethyl-2-oxo-1,2-dihydropyridin-3-yl)methyl)-1-isopropyl-6-(2,2,6,6-tetramethylpiperidin-4-yl)-1H-pyrazolo[3,4-b]pyridine-4-carboxamide). The yield is 71.0%. RXN SMILES: [CH3:1][C:2]1[CH:7]=[C:6]([CH3:8])[NH:5][C:4](=[O:9])[C:3]=1[CH2:10][NH:11][C:12]([C:14]1[C:15]2[CH:32]=[N:31][N:30]([CH:33]([CH3:35])[CH3:34])[C:16]=2[N:17]=[C:18]([C:20]2[CH2:21][C:22]([CH3:29])([CH3:28])[NH:23][C:24]([CH3:27])([CH3:26])[CH:25]=2)[CH:19]=1)=[O:13]>CO.[Pd]>[CH3:1][C:2]1[CH:7]=[C:6]([CH3:8])[NH:5][C:4](=[O:9])[C:3]=1[CH2:10][NH:11][C:12]([C:14]1[C:15]2[CH:32]=[N:31][N:30]([CH:33]([CH3:35])[CH3:34])[C:16]=2[N:17]=[C:18]([CH:20]2[CH2:25][C:24]([CH3:26])([CH3:27])[NH:23][C:22]([CH3:29])([CH3:28])[CH2:21]2)[CH:19]=1)=[O:13]. Procedure details: To a stirred solution of N-((4,6-dimethyl-2-oxo-1,2-dihydropyridin-3-yl)methyl)-1-isopropyl-6-(2,2,6,6-tetramethyl-1,2,3,6-tetrahydropyridin-4-yl)-1H-pyrazolo[3,4-b]pyridine-4-carboxamide (0.07 g, 0.147 mmol) in MeOH (2 mL) was added 10% Pd/C in catalytic amount and stirred it at room temperature under hydrogen pressure (bladder pressure) for 3 hr. On completion of reaction, filter it through celite bed, then filtrate was concentrated under reduce pressure. The crude material was purified by col...